From a dataset of the Open Reaction Database (ORD), a public repository of structured organic reaction records. describe an organic reaction: reactants, conditions, products, and yield The reactants are C(#N)C=1C(=C2CCNC2=NC1)C (5-cyano-4-methyl-7-azaindoline). The reagents and catalysts are [O-2].[O-2].[Mn+4] (manganese dioxide). Run in C(Cl)(Cl)Cl (chloroform). Reaction conditions: time 16 hour. The product is C(#N)C=1C(=C2C=CNC2=NC1)C (5-Cyano-4-methyl-7-azaindole). RXN SMILES: [C:1]([C:3]1[C:4]([CH3:12])=[C:5]2[C:9](=[N:10][CH:11]=1)[NH:8][CH2:7][CH2:6]2)#[N:2]>C(Cl)(Cl)Cl.[O-2].[O-2].[Mn+4]>[C:1]([C:3]1[C:4]([CH3:12])=[C:5]2[C:9](=[N:10][CH:11]=1)[NH:8][CH:7]=[CH:6]2)#[N:2] |f:2.3.4|. Procedure details: A mixture of 5-cyano-4-methyl-7-azaindoline (52 mg, 0.33 mmol) and manganese dioxide (130 mg, 1.5 mmol) in chloroform (10 mL) was stirred for 16 h and then was filtered through celite, washing through with chloroform followed by methanol. The filtrate was evaporated in vacuo to give the title compound as a tan solid: The reactants are [N+](=O)([O-])C1=CC=C(C=C1)C=1CCN(C1)C(=O)OC(C)(C)C (tert-butyl 4-(4-nitrophenyl)-2,3-dihydro-1H-pyrrole-1-carboxylate). Reaction conditions: time 17 hour. Procedure: A solution of tert-butyl 4-(4-nitrophenyl)-2,3-dihydro-1H-pyrrole-1-carboxylate (I134 and I135) (0.442 g, 1.52 mmol) in EtOH (10 mL) and DMF (10 mL) was added to a solution of 10% Pd/C (255 mg) in DMF (10 mL). The reaction was stirred at room temperature for 17 hours under an atmosphere of hydrogen. The reaction was filtered through a pad of celite and washed through with EtOAc (130 mL). The solvent was removed in vacuo to yield a brown oil which was purified by column chromatography on silica g... Reagents/catalysts: [Pd] (Pd/C). Product: NC1=CC=C(C=C1)C1CN(CC1)C(=O)OC(C)(C)C (tert-Butyl 3-(4-aminophenyl)pyrrolidine-1-carboxylate). Reaction SMILES: [N+:1]([C:4]1[CH:9]=[CH:8][C:7]([C:10]2[CH2:11][CH2:12][N:13]([C:15]([O:17][C:18]([CH3:21])([CH3:20])[CH3:19])=[O:16])[CH:14]=2)=[CH:6][CH:5]=1)([O-])=O>CCO.CN(C=O)C.[Pd]>[NH2:1][C:4]1[CH:5]=[CH:6][C:7]([CH:10]2[CH2:11][CH2:12][N:13]([C:15]([O:17][C:18]([CH3:21])([CH3:20])[CH3:19])=[O:16])[CH2:14]2)=[CH:8][CH:9]=1. The solvent is CCO (EtOH), CN(C)C=O (DMF), CN(C)C=O (DMF). The reactants are FC=1C=C(OC2CN(C2)C(=O)OC(C)(C)C)C=CC1CN1CCN(CC1)C (tert-Butyl 3-(3-fluoro-4-((4-methylpiperazin-1-yl)methyl)phenoxy)azetidine-1-carboxylate), C(=O)(C(F)(F)F)O (TFA). Run in C(Cl)Cl (DCM). Reaction conditions: temperature 0 celsius, time 4 hour. Product: N1CC(C1)OC1=CC(=C(CN2CCN(CC2)C)C=C1)F (1-(4-(Azetidin-3-yloxy)-2-fluorobenzyl)-4-methylpiperazine). Isolated yield 31.3%. As a reaction SMILES: [F:1][C:2]1[CH:3]=[C:4]([CH:17]=[CH:18][C:19]=1[CH2:20][N:21]1[CH2:26][CH2:25][N:24]([CH3:27])[CH2:23][CH2:22]1)[O:5][CH:6]1[CH2:9][N:8](C(OC(C)(C)C)=O)[CH2:7]1.C(O)(C(F)(F)F)=O>C(Cl)Cl>[NH:8]1[CH2:9][CH:6]([O:5][C:4]2[CH:17]=[CH:18][C:19]([CH2:20][N:21]3[CH2:22][CH2:23][N:24]([CH3:27])[CH2:25][CH2:26]3)=[C:2]([F:1])[CH:3]=2)[CH2:7]1. Procedure details: A solution of 29C (0.9 g, 2.4 mmol) in DCM (20 mL) was treated with TFA (10 g, 88 mmol) and stirred at 0° C. for 4 h. The reaction mixture was concentrated and the residue was dissolved in aqueous NaHCO3 (sat.). The mixture was extracted three times with DCM and the organic solutions were filtered through a phase separator. The solvent was removed by evaporation. There was obtained 0.21 g (32%) of 29D as a colorless oil. 1H NMR (500 MHz, CDCl3): δ 2.28 (s, 3H), 2.28-2.68 (bm, 8H), 3.52 (s, 2H), ... Starting materials: CC#N, C1=CCCC=CCC1, CNC(=O)c1cc(Br)cc(C)c1N, N#C[Na], [Zn]. The product is CNC(=O)c1cc(C#N)cc(C)c1N. Reaction SMILES: [CH3:26][C:27]#[N:28].[CH:1]1=[CH:8][CH2:7][CH2:6][CH:5]=[CH:4][CH2:3][CH2:2]1.[NH2:12][c:13]1[c:14]([C:15](=[O:16])[NH:17][CH3:18])[cH:19][c:20]([Br:24])[cH:21][c:22]1[CH3:23].[Na:9][C:10]#[N:11].[Zn:25]>>[C:10](#[N:11])[c:20]1[cH:19][c:14]([C:15](=[O:16])[NH:17][CH3:18])[c:13]([NH2:12])[c:22]([CH3:23])[cH:21]1. Reaction conditions: time 16 hour. Procedure details: Steps B-C: 7-chloro-3-trifluoromethanesulfonyloxy-benzo[b]thiophene-2-carboxylic acid methyl ester (104 mg, 0.28 mmol) in DMF (2 ml) was added to a mixture of sodium tert-butoxide (54 mg, 0.56 mmol) and methyl thioglycolate dissolved in DMF (1 ml). After 16 hr, water was added and the mixture was neutralized with 1N HCl. It was then extracted with EtOAc, dried over MgSO4, filtered, and the solvent was removed in vacuo. An inseparable mixture of hydrolized starting material/desired product with a... Reaction SMILES: [CH3:1][O:2][C:3]([C:5]1[S:9][C:8]2[C:10]([Cl:14])=[CH:11][CH:12]=[CH:13][C:7]=2[C:6]=1OS(C(F)(F)F)(=O)=O)=O.CC(C)([O-])C.[Na+].[C:29]([O:33][CH3:34])(=[O:32])[CH2:30][SH:31].Cl.BrC[C:38]([O:40][CH2:41][CH3:42])=[O:39].C([O-])([O-])=O.[K+].[K+]>CN(C=O)C.O>[CH3:34][O:33][C:29]([C:30]1[S:31][C:6]2[C:7]3[CH:13]=[CH:12][CH:11]=[C:10]([Cl:14])[C:8]=3[S:9][C:5]=2[C:3]=1[O:2][CH2:1][C:38]([O:40][CH2:41][CH3:42])=[O:39])=[O:32] |f:1.2,6.7.8|. Run in CN(C)C=O (DMF), CN(C)C=O (DMF), O (water), O (water). The product is COC(=O)C1=C(C2=C(C=3C=CC=C(C3S2)Cl)S1)OCC(=O)OCC (7-chloro-1-ethoxycarbonylmethoxy-3,8-dithia-cyclopenta[a]indene-2-carboxylic acid methyl ester). Isolated yield 16.0%. The reactants are COC(=O)C1=C(C2=C(S1)C(=CC=C2)Cl)OS(=O)(=O)C(F)(F)F (7-chloro-3-trifluoromethanesulfonyloxy-benzo[b]thiophene-2-carboxylic acid methyl ester), CC(C)([O-])C.[Na+] (sodium tert-butoxide), C(CS)(=O)OC (methyl thioglycolate), Cl (HCl), BrCC(=O)OCC (ethyl bromoacetate), C(=O)([O-])[O-].[K+].[K+] (K2CO3). Reactants: COC(=O)c1cc(OCCCOc2ccc(-c3ccccc3)cc2)cc(OCCCOc2ccc(-c3ccccc3)cc2)c1, CO, [Na+], C1COCCO1, [OH-]. Product: O=C(O)c1cc(OCCCOc2ccc(-c3ccccc3)cc2)cc(OCCCOc2ccc(-c3ccccc3)cc2)c1. As a reaction SMILES: [CH3:1][O:2][C:3]([c:4]1[cH:5][c:6]([O:27][CH2:28][CH2:29][CH2:30][O:31][c:32]2[cH:33][cH:34][c:35](-[c:38]3[cH:39][cH:40][cH:41][cH:42][cH:43]3)[cH:36][cH:37]2)[cH:7][c:8]([O:10][CH2:11][CH2:12][CH2:13][O:14][c:15]2[cH:16][cH:17][c:18](-[c:21]3[cH:22][cH:23][cH:24][cH:25][cH:26]3)[cH:19][cH:20]2)[cH:9]1)=[O:44].[CH3:47][OH:48].[Na+:46].[O:49]1[CH2:50][CH2:51][O:52][CH2:53][CH2:54]1.[OH-:45]>>[O:2]=[C:3]([c:4]1[cH:5][c:6]([O:27][CH2:28][CH2:29][CH2:30][O:31][c:32]2[cH:33][cH:34][c:35](-[c:38]3[cH:39][cH:40][cH:41][cH:42][cH:43]3)[cH:36][cH:37]2)[cH:7][c:8]([O:10][CH2:11][CH2:12][CH2:13][O:14][c:15]2[cH:16][cH:17][c:18](-[c:21]3[cH:22][cH:23][cH:24][cH:25][cH:26]3)[cH:19][cH:20]2)[cH:9]1)[OH:44]. Reactants: ClCC(CCCl)O (1,4-dichloro-2-butanol), CC1=CC=C(C=C1)O (4-methylphenol). The product is ClCCC(COC1=CC=C(C=C1)C)O (4-Chloro-1-(4-methylphenoxy)-2-butanol). Yield: 42.0%. Reaction SMILES: Cl[CH2:2][CH:3]([OH:7])[CH2:4][CH2:5][Cl:6].[CH3:8][C:9]1[CH:14]=[CH:13][C:12]([OH:15])=[CH:11][CH:10]=1>>[Cl:6][CH2:5][CH2:4][CH:3]([OH:7])[CH2:2][O:15][C:12]1[CH:13]=[CH:14][C:9]([CH3:8])=[CH:10][CH:11]=1. Reported procedure: Utilizing the procedure of Preparation 21, 1,4-dichloro-2-butanol was reacted with 4-methylphenol to give white title compound, m.p. 62°-64° C. in 42% yield.